From a dataset of the Open Reaction Database (ORD), a public repository of structured organic reaction records. describe an organic reaction: reactants, conditions, products, and yield Starting materials: N(=[N+]=[N-])CC1=CC(=C(C(=O)O)C=C1)Cl (4-(azidomethyl)-2-chlorobenzoic acid), ON1C(CCC1=O)=O (N-hydroxysuccinimide), C1(CCCCC1)N=C=NC1CCCCC1 (dicyclohexylcarbodiimide). Run in O1CCCC1 (tetrahydrofuran). The product is N(=[N+]=[N-])CC1=CC(=C(C(=O)ON2C(CCC2=O)=O)C=C1)Cl (1-[[4-(azidomethyl)-2-chlorobenzoyl]oxy]-2,5-pyrrolidinedione). Isolated yield 97.0%. Reaction SMILES: [N:1]([CH2:4][C:5]1[CH:13]=[CH:12][C:8]([C:9]([OH:11])=[O:10])=[C:7]([Cl:14])[CH:6]=1)=[N+:2]=[N-:3].O[N:16]1[C:20](=[O:21])[CH2:19][CH2:18][C:17]1=[O:22].C1(N=C=NC2CCCCC2)CCCCC1>O1CCCC1>[N:1]([CH2:4][C:5]1[CH:13]=[CH:12][C:8]([C:9]([O:11][N:16]2[C:20](=[O:21])[CH2:19][CH2:18][C:17]2=[O:22])=[O:10])=[C:7]([Cl:14])[CH:6]=1)=[N+:2]=[N-:3]. Reported procedure: A solution of 4-(azidomethyl)-2-chlorobenzoic acid (6.82 g, 32.2 mmol), N-hydroxysuccinimide (5.19 g, 45.1 mmol) and dicyclohexylcarbodiimide (9.31 g, 45.1 mmol) in tetrahydrofuran (250 mL) was stirred overnight at room temperature. The dicyclohexylurea (7.70 g, 76%) was filtered off and discarded. Silica gel was added, the solvent was evaporated and the residue was chromatographed (40-60% ethyl acetate/hexanes) to give 1-[[4-(azidomethyl)-2-chlorobenzoyl]oxy]-2,5-pyrrolidinedione (9.64 g, 97%) ... Starting materials: [Cl-].[NH4+] (ammonium chloride), Cuprous bromide, C1C(CCCC1)=O (2-cyclohexanone), COC1=CC(=CC(=C1)OCC)C(CCCCCC)(C)C (1-Methoxy-3-(1,1-dimethylheptyl)-5-ethoxybenzene), C(CCC)[Li] (butyl lithium), solution. Run in CCOCC (Ether), CCOCC (ether), CCCCCC (hexane). Conditions: temperature 0 celsius, time 4 hour. The product is COC1=C(C(=CC(=C1)C(CCCCCC)(C)C)OCC)C1CC(CCC1)=O (3-[2-(methoxy)-4-(1,1-dimethylheptyl)-6-(ethoxy)phenyl]-cyclohexanone). Reaction SMILES: [CH3:1][O:2][C:3]1[CH:8]=[C:7]([O:9][CH2:10][CH3:11])[CH:6]=[C:5]([C:12]([CH3:20])([CH3:19])[CH2:13][CH2:14][CH2:15][CH2:16][CH2:17][CH3:18])[CH:4]=1.C([Li])CCC.[CH2:26]1[CH2:31][CH2:30][CH2:29][CH2:28][C:27]1=[O:32].[Cl-].[NH4+]>CCOCC.CCCCCC>[CH3:1][O:2][C:3]1[CH:4]=[C:5]([C:12]([CH3:19])([CH3:20])[CH2:13][CH2:14][CH2:15][CH2:16][CH2:17][CH3:18])[CH:6]=[C:7]([O:9][CH2:10][CH3:11])[C:8]=1[CH:31]1[CH2:30][CH2:29][CH2:28][C:27](=[O:32])[CH2:26]1 |f:3.4|. Reported procedure: 1-Methoxy-3-(1,1-dimethylheptyl)-5-ethoxybenzene (IIa) (1500 mg, 5.4 mmol) was dissolved in dry ether (25 ml) and the solution was cooled to 0° C. The reaction was placed under nitrogen and butyl lithium (5.94 mmol, 3.6 ml of a solution in hexane) was injected into the reaction. The reaction mixture was brought to room temperature, and was stirred for 4 hrs. Cuprous bromide (360 mg, 2.5 mmol) was added in one portion. The reaction mixture turned dark and became homogeneous. After stirring for 5 ... Reactants: BrCc1ccccc1, N#Cc1cc(O)cnc1Cl, [H-], [Na+], CN(C)C=O, O. Yields the product N#Cc1cc(OCc2ccccc2)cnc1Cl. Reaction SMILES: [Br:13][CH2:14][c:15]1[cH:16][cH:17][cH:18][cH:19][cH:20]1.[Cl:1][c:2]1[c:3]([C:4]#[N:5])[cH:6][c:7]([OH:10])[cH:8][n:9]1.[H-:12].[Na+:11].[O:22]=[CH:23][N:24]([CH3:25])[CH3:26].[OH2:21]>>[Cl:1][c:2]1[c:3]([C:4]#[N:5])[cH:6][c:7]([O:10][CH2:14][c:15]2[cH:16][cH:17][cH:18][cH:19][cH:20]2)[cH:8][n:9]1.